Dataset: the Open Reaction Database (ORD), a public repository of structured organic reaction records. Task: describe an organic reaction: reactants, conditions, products, and yield The reactants are CCOc1cc(C(C)(C)C)ncc1C1=NC(C)(c2ccc(Cl)cc2)C(C)(c2ccc(Cl)cc2)N1C(=O)N1CCC(CC(=O)O)CC1, CCNC. Product: CCOc1cc(C(C)(C)C)ncc1C1=NC(C)(c2ccc(Cl)cc2)C(C)(c2ccc(Cl)cc2)N1C(=O)N1CCC(CC(=O)N(C)CC)CC1. RXN SMILES: [C:1]([CH3:2])([CH3:3])([CH3:4])[c:5]1[cH:6][c:7]([O:44][CH2:45][CH3:46])[c:8]([C:11]2=[N:15][C:14]([CH3:16])([c:17]3[cH:18][cH:19][c:20]([Cl:23])[cH:21][cH:22]3)[C:13]([CH3:24])([c:25]3[cH:26][cH:27][c:28]([Cl:31])[cH:29][cH:30]3)[N:12]2[C:32](=[O:33])[N:34]2[CH2:35][CH2:36][CH:37]([CH2:40][C:41](=[O:42])[OH:43])[CH2:38][CH2:39]2)[cH:9][n:10]1.[CH2:47]([CH3:48])[NH:49][CH3:50]>>[C:1]([CH3:2])([CH3:3])([CH3:4])[c:5]1[cH:6][c:7]([O:44][CH2:45][CH3:46])[c:8]([C:11]2=[N:15][C:14]([CH3:16])([c:17]3[cH:18][cH:19][c:20]([Cl:23])[cH:21][cH:22]3)[C:13]([CH3:24])([c:25]3[cH:26][cH:27][c:28]([Cl:31])[cH:29][cH:30]3)[N:12]2[C:32](=[O:33])[N:34]2[CH2:35][CH2:36][CH:37]([CH2:40][C:41](=[O:43])[N:49]([CH2:47][CH3:48])[CH3:50])[CH2:38][CH2:39]2)[cH:9][n:10]1. The reactants are FC1=C(C=CC=C1F)CSC1=NC=2NC(C=NC2C(=N1)SCC1=C(C(=CC=C1)F)F)=O (2,4-bis[[(2,3-difluorophenyl)methyl]thio]-7(8H)-pteridinone), N[C@H](C)CO (D-alaninol). Procedure: The product of example 2, step (g) (2.3 g) and D-alaninol (5 g) were microwaved at 150° C. for 5 min. The resulting solution was partitioned between ethyl acetate and aqueous ammonium chloride and the organic layer was washed with ammonium chloride (2×50 ml). The organic layer was evaporated to dryness and purified twice by silica gel chromatography using first 20:1 DCM:methanol and then 1:1 DCM:ethyl acetate to yield the titled compound (220 mg). Reaction SMILES: [F:1][C:2]1[C:7]([F:8])=[CH:6][CH:5]=[CH:4][C:3]=1[CH2:9][S:10][C:11]1[N:20]=[C:19](SCC2C=CC=C(F)C=2F)[C:18]2[N:17]=[CH:16][C:15](=[O:31])[NH:14][C:13]=2[N:12]=1.[NH2:32][C@@H:33]([CH2:35][OH:36])[CH3:34]>>[F:1][C:2]1[C:7]([F:8])=[CH:6][CH:5]=[CH:4][C:3]=1[CH2:9][S:10][C:11]1[N:20]=[C:19]([NH:32][C@H:33]([CH3:34])[CH2:35][OH:36])[C:18]2[N:17]=[CH:16][C:15](=[O:31])[NH:14][C:13]=2[N:12]=1. Yield: 11.7%. Product: FC1=C(C=CC=C1F)CSC1=NC=2NC(C=NC2C(=N1)N[C@@H](CO)C)=O (2-[[(2,3-Difluorophenyl)methyl]thio]-4-[[(1R)-2-hydroxy-1-methylethyl]amino]-7(8H)-pteridinone).